From a dataset of the Open Reaction Database (ORD), a public repository of structured organic reaction records. describe an organic reaction: reactants, conditions, products, and yield Reactants: ClC1=CC=NC2=CC(=C(C=C12)OC)OC (4-Chloro-6,7-dimethoxyquinoline), OC=1C=C2C=CNC2=CC1 (5-hydroxyindole), C(O)([O-])=O.[Na+] (sodium hydrogen carbonate). Conditions: temperature 150 celsius, time 1.5 hour. The product is COC=1C=C2C(=CC=NC2=CC1OC)OC=1C=C2C=CNC2=CC1 (6,7-Dimethoxy-4-(5-indolyloxy)quinoline). Yield: 62.7%. RXN SMILES: Cl[C:2]1[C:11]2[C:6](=[CH:7][C:8]([O:14][CH3:15])=[C:9]([O:12][CH3:13])[CH:10]=2)[N:5]=[CH:4][CH:3]=1.[OH:16][C:17]1[CH:18]=[C:19]2[C:23](=[CH:24][CH:25]=1)[NH:22][CH:21]=[CH:20]2.C(=O)([O-])O.[Na+]>>[CH3:13][O:12][C:9]1[CH:10]=[C:11]2[C:6](=[CH:7][C:8]=1[O:14][CH3:15])[N:5]=[CH:4][CH:3]=[C:2]2[O:16][C:17]1[CH:18]=[C:19]2[C:23](=[CH:24][CH:25]=1)[NH:22][CH:21]=[CH:20]2 |f:2.3|. Procedure details: 4-Chloro-6,7-dimethoxyquinoline (1.0 g) and commercially available 5-hydroxyindole (1.19 g) were mixed and stirred at 150° C. for 1.5 hours. The reaction mixture was neutralized with saturated aqueous sodium hydrogen carbonate and then partitioned between water and ethyl acetate, and the ethyl acetate layer was washed with brine and then dried with anhydrous sodium sulfate. After removing the solvent by reduced-pressure distillation, the resulting residue was purified by column chromatography on... The reactants are NN1C2=C(C(=C(C1=O)C1=NS(C3=C(N1)C=CC=C3)(=O)=O)O)SC=C2 (4-amino-6-(1,1-dioxido-4H-1,2,4-benzothiadiazin-3-yl)-7-hydroxythieno[3,2-b]pyridin 5(4H)-one), C[C@H]1CC(CCC1)=O ((3R)-3-methylcyclohexanone). The solvent is CN(C(C)=O)C (N,N-dimethylacetamide). Conditions: temperature 25 celsius. Product: O=S1(N=C(NC2=C1C=CC=C2)C2=C(C1=C(N(C2=O)N=C2C[C@@H](CCC2)C)C=CS1)O)=O (6-(1,1-dioxido-4H-1,2,4-benzothiadiazin-3-yl)-7-hydroxy-4-{[(3R)-3-methylcyclohexylidene]amino}thieno[3,2-b]pyridin-5(4H)-one). RXN SMILES: [NH2:1][N:2]1[C:7](=[O:8])[C:6]([C:9]2[NH:14][C:13]3[CH:15]=[CH:16][CH:17]=[CH:18][C:12]=3[S:11](=[O:20])(=[O:19])[N:10]=2)=[C:5]([OH:21])[C:4]2[S:22][CH:23]=[CH:24][C:3]1=2.[CH3:25][C@@H:26]1[CH2:31][CH2:30][CH2:29][C:28](=O)[CH2:27]1>CN(C)C(=O)C>[O:19]=[S:11]1(=[O:20])[C:12]2[CH:18]=[CH:17][CH:16]=[CH:15][C:13]=2[NH:14][C:9]([C:6]2[C:7](=[O:8])[N:2]([N:1]=[C:28]3[CH2:29][CH2:30][CH2:31][C@@H:26]([CH3:25])[CH2:27]3)[C:3]3[CH:24]=[CH:23][S:22][C:4]=3[C:5]=2[OH:21])=[N:10]1. Procedure details: The product of Example 268D (0.073 g, 0.2 mmol) was reacted with (3R)-3-methylcyclohexanone (1.12 g, 10.0 mmol) in N,N-dimethylacetamide (2 mL) in a sealed tube at 135° C. for 45 minutes in a microwave reactor. The reaction was cooled to 25° C. and concentrated under vacuum. The resulting residue was triturated with diethyl ether (3 mL) and filtered to give the title compound. Starting materials: C#N (hydrogen cyanide), C#N (hydrogen cyanide), Cl (hydrogen chloride), C(C(C)(C)C)(=O)Cl (pivaloyl chloride), [Cu]C#N (copper (I) cyanide), C#N (hydrogen cyanide). Reagents/catalysts: [Cu] (copper). Solvent: 2-methylglutaric acid dinitrile. Yields the product C(C(C)(C)C)(=O)Cl (pivaloyl chloride), C(C(C)(C)C)(=O)C#N (pivaloyl cyanide). Yield: 98.0%. RXN SMILES: [C:1]([Cl:7])(=[O:6])[C:2]([CH3:5])([CH3:4])[CH3:3].[Cu][C:9]#[N:10].C#N.Cl>[Cu]>[C:1]([Cl:7])(=[O:6])[C:2]([CH3:5])([CH3:4])[CH3:3].[C:1]([C:9]#[N:10])(=[O:6])[C:2]([CH3:5])([CH3:4])[CH3:3]. Reported procedure: A mixture of 120.6 grams (1.0 mole) of pivaloyl chloride, 9.0 grams (0.1 mole) of copper (I) cyanide, 6.4 grams (0.1 gram atom) of pulverized copper and 150 ml of 2-methylglutaric acid dinitrile were treated in the course of 6 hours with 29.7 grams (1.1 moles) of hydrogen cyanide. The mixture in the meanwhile was held under nitrogen at a temperature of 90° to 110° C. Hereby there escaped hydrogen chloride and hydrogen cyanide; the hydrogen cyanide was condensed and returned. From the reaction mi... Reactants: O=C(O)c1cc(Oc2ccc(C(F)(F)F)cc2Cl)ccc1[N+](=O)[O-], CC(CO)[N+](=O)[O-], O, O=S(=O)(O)O, c1ccccc1. The product is CC(COC(=O)c1cc(Oc2ccc(C(F)(F)F)cc2Cl)ccc1[N+](=O)[O-])[N+](=O)[O-]. As a reaction SMILES: [Cl:1][c:2]1[c:3]([O:4][c:5]2[cH:6][cH:7][c:8]([N+:14](=[O:15])[O-:16])[c:9]([C:10](=[O:11])[OH:12])[cH:13]2)[cH:17][cH:18][c:19]([C:21]([F:22])([F:23])[F:24])[cH:20]1.[N+:25](=[O:26])([O-:27])[CH:28]([CH2:29][OH:30])[CH3:31].[OH2:37].[S:32](=[O:33])(=[O:34])([OH:35])[OH:36].[cH:38]1[cH:39][cH:40][cH:41][cH:42][cH:43]1>>[Cl:1][c:2]1[c:3]([O:4][c:5]2[cH:6][cH:7][c:8]([N+:14](=[O:15])[O-:16])[c:9]([C:10](=[O:11])[O:12][CH2:29][CH:28]([N+:25](=[O:26])[O-:27])[CH3:31])[cH:13]2)[cH:17][cH:18][c:19]([C:21]([F:22])([F:23])[F:24])[cH:20]1. Reactants: [N-]=[N+]=[N-].[Na+] (Sodium azide), ClCC(=O)C=1C=CC2=C(NC(=N2)[C@H]2N(CCC2)C(=O)OC(C)(C)C)C1 ((S)-tert-butyl 2-(6-(2-chloroacetyl)-1H-benzo[d]imidazol-2-yl)pyrrolidine-1-carboxylate). Run in C(C)#N (acetonitrile). Reaction conditions: temperature 60 celsius, time 16 hour. Yields the product N(=[N+]=[N-])CC(=O)C=1C=CC2=C(NC(=N2)[C@H]2N(CCC2)C(=O)OC(C)(C)C)C1 ((S)-tert-butyl 2-(6-(2-azidoacetyl)-1H-benzo[d]imidazol-2-yl)pyrrolidine-1-carboxylate). The yield is 66.8%. RXN SMILES: [N-:1]=[N+:2]=[N-:3].[Na+].Cl[CH2:6][C:7]([C:9]1[CH:10]=[CH:11][C:12]2[N:16]=[C:15]([C@@H:17]3[CH2:21][CH2:20][CH2:19][N:18]3[C:22]([O:24][C:25]([CH3:28])([CH3:27])[CH3:26])=[O:23])[NH:14][C:13]=2[CH:29]=1)=[O:8]>C(#N)C>[N:1]([CH2:6][C:7]([C:9]1[CH:10]=[CH:11][C:12]2[N:16]=[C:15]([C@@H:17]3[CH2:21][CH2:20][CH2:19][N:18]3[C:22]([O:24][C:25]([CH3:28])([CH3:27])[CH3:26])=[O:23])[NH:14][C:13]=2[CH:29]=1)=[O:8])=[N+:2]=[N-:3] |f:0.1|. Reported procedure: Sodium azide (1.79 g, 27.48 mmol) was added in one portion to a solution of (S)-tert-butyl 2-(6-(2-chloroacetyl)-1H-benzo[d]imidazol-2-yl)pyrrolidine-1-carboxylate (10.0 g, 27.48 mmol) in acetonitrile (200 mL) and stirred at 60° C. for 16 h. The reaction mixture was concentrated to ⅕ volume, diluted with EtOAc, and washed with water and brine prior to being dried (Na2SO4) and filtered. Concentration gave J4 (S)-tert-butyl 2-(6-(2-azidoacetyl)-1H-benzo[d]imidazol-2-yl)pyrrolidine-1-carboxylate (6... Reactants: CCO, COc1cccc2c(Cl)cc(C(F)(F)F)nc12. Yields the product COc1cccc2ccc(C(F)(F)F)nc12. RXN SMILES: [CH3:18][CH2:19][OH:20].[Cl:1][c:2]1[cH:3][c:4]([C:14]([F:15])([F:16])[F:17])[n:5][c:6]2[c:7]([O:12][CH3:13])[cH:8][cH:9][cH:10][c:11]12>>[cH:2]1[cH:3][c:4]([C:14]([F:15])([F:16])[F:17])[n:5][c:6]2[c:7]([O:12][CH3:13])[cH:8][cH:9][cH:10][c:11]12.